Dataset: the Open Reaction Database (ORD), a public repository of structured organic reaction records. Task: describe an organic reaction: reactants, conditions, products, and yield Starting materials: CCOC=C(C(=O)OCC)C(=O)OCC, CC(CO)Nc1ccc(F)c(F)c1F, CN(C)C=O. The product is CCOC(=O)C(=CN(c1ccc(F)c(F)c1F)C(C)CO)C(=O)OCC. RXN SMILES: [CH2:15]([O:16][CH:18]=[C:19]([C:20](=[O:21])[O:22][CH2:23][CH3:24])[C:25](=[O:26])[O:27][CH2:28][CH3:29])[CH3:17].[F:1][c:2]1[c:3]([NH:4][CH:5]([CH2:6][OH:7])[CH3:8])[cH:9][cH:10][c:11]([F:14])[c:12]1[F:13].[O:30]=[CH:31][N:32]([CH3:33])[CH3:34]>>[F:1][c:2]1[c:3]([N:4]([CH:5]([CH2:6][OH:7])[CH3:8])[CH:18]=[C:19]([C:20](=[O:21])[O:22][CH2:23][CH3:24])[C:25](=[O:26])[O:27][CH2:28][CH3:29])[cH:9][cH:10][c:11]([F:14])[c:12]1[F:13]. As a reaction SMILES: [C:1]([O:10][CH2:11][CH3:12])(=[O:9])/[CH:2]=[CH:3]/[C:4]([O:6][CH2:7][CH3:8])=[O:5].[NH2:13][CH2:14][C:15]1[C:24]2[C:19](=[CH:20][CH:21]=[CH:22][CH:23]=2)[CH:18]=[CH:17][CH:16]=1>C(#N)C>[CH2:11]([O:10][C:1](=[O:9])[CH:2]([NH:13][CH2:14][C:15]1[C:24]2[C:19](=[CH:20][CH:21]=[CH:22][CH:23]=2)[CH:18]=[CH:17][CH:16]=1)[CH2:3][C:4]([O:6][CH2:7][CH3:8])=[O:5])[CH3:12]. The reactants are C(\C=C\C(=O)OCC)(=O)OCC (diethyl fumarate), NCC1=CC=CC2=CC=CC=C12 (1-aminomethyl naphthalene). Yield: 73.0%. The product is C(C)OC(C(CC(=O)OCC)NCC1=CC=CC2=CC=CC=C12)=O (2-[(naphthalen-1-ylmethyl)-amino]succinic acid diethyl ester). Run in C(C)#N (acetonitrile). Procedure: 3.12 ml(19.0 mmol) of diethyl fumarate and 3.0 g(19 mmol) of 1-aminomethyl naphthalene were added to acetonitrile, and then the solution was refluxed for 12 hours. Acetonitrile was removed under reduced pressure and column chromatography was performed using a mixed solution of hexane and ethyl acetate(3:1) as an eluent to obtain 4.57 g of the title compound(Yield 73%, MW 329). The reactants are ClC1=CC=NC2=CC(=CC=C12)Cl (4,7-Dichloroquinoline), I (HI), [OH-].[Na+] (NaOH). Run in ice H2O. Conditions: temperature 130 celsius. Product: ClC1=CC=C2C(=CC=NC2=C1)I (7-Chloro-4-iodoquinoline). As a reaction SMILES: Cl[C:2]1[C:11]2[C:6](=[CH:7][C:8]([Cl:12])=[CH:9][CH:10]=2)[N:5]=[CH:4][CH:3]=1.[IH:13].[OH-].[Na+]>>[Cl:12][C:8]1[CH:7]=[C:6]2[C:11]([C:2]([I:13])=[CH:3][CH:4]=[N:5]2)=[CH:10][CH:9]=1 |f:2.3|. Reported procedure: 4,7-Dichloroquinoline (50 g) (Aldrich) was added in small portions to HI (425 mL) at r.t. and then heated at 130° C. for 5 h. The mixture was cooled, poured into ice/H2O (600 mL), made basic (pH 10) with 10N NaOH, and extracted with CHCl3. The combined organics were washed with NH4OAc buffer, 10% Na2S2O3, brine, dried (Na2SO4) and concentrated providing the title compound which was used as such. Reactants: F[B-](F)(F)F.C1(=CC=CC=C1)C1=[O+]C(=CC(=C1)C1=CC=CC=C1)C1=CC=CC=C1 (2,4,6-triphenyl-pyrylium tetrafluoroborate), O(C1=CC=CC=C1)C1=CC=C(N)C=C1 (4-phenoxyaniline). The solvent is C(C)O (ethanol). Yields the product F[B-](F)(F)F.O(C1=CC=CC=C1)C1=CC=C(C=C1)[N+]1=C(C=C(C=C1C1=CC=CC=C1)C1=CC=CC=C1)C1=CC=CC=C1 (1-(4-phenoxyphenyl)-2,4,6-triphenylpyridinium Tetrafluoroborate). Yield: 95.8%. RXN SMILES: [F:1][B-:2]([F:5])([F:4])[F:3].[C:6]1([C:12]2[CH:17]=[C:16]([C:18]3[CH:23]=[CH:22][CH:21]=[CH:20][CH:19]=3)[CH:15]=[C:14]([C:24]3[CH:29]=[CH:28][CH:27]=[CH:26][CH:25]=3)[O+]=2)[CH:11]=[CH:10][CH:9]=[CH:8][CH:7]=1.[O:30]([C:37]1[CH:43]=[CH:42][C:40]([NH2:41])=[CH:39][CH:38]=1)[C:31]1[CH:36]=[CH:35][CH:34]=[CH:33][CH:32]=1>C(O)C>[F:1][B-:2]([F:5])([F:4])[F:3].[O:30]([C:37]1[CH:38]=[CH:39][C:40]([N+:41]2[C:14]([C:24]3[CH:29]=[CH:28][CH:27]=[CH:26][CH:25]=3)=[CH:15][C:16]([C:18]3[CH:19]=[CH:20][CH:21]=[CH:22][CH:23]=3)=[CH:17][C:12]=2[C:6]2[CH:11]=[CH:10][CH:9]=[CH:8][CH:7]=2)=[CH:42][CH:43]=1)[C:31]1[CH:32]=[CH:33][CH:34]=[CH:35][CH:36]=1 |f:0.1,4.5|. Procedure: A 1 L round-bottom flask equipped with a condenser was charged with 2,4,6-triphenyl-pyrylium tetrafluoroborate (50.0 g, 0.126 mole), 4-phenoxyaniline (25.7 g, 0.138 mole) and ethanol (400 mL). The resulting solution was magnetically stirred and refluxed under nitrogen atmosphere for 6 hours. The solution was cooled to room temperature, the condensation product precipitate out as cream color crystal. The crystal was collected by filtration and dried in vacuum oven (100° C.) to give the desired pr... The reactants are C(C)OC(=O)C1(CC1)C1=CC=C(C=C1)C1=CC=C(C=C1)C1=C(C(=NO1)C)NC(C1=CC(=CC=C1)Br)=O (1-{4′-[4-(3-bromo-benzoylamino)-3-methyl-isoxazol-5-yl]-biphenyl-4-yl}-cyclopropanecarboxylic acid ethyl ester), CN(C)CC1=C(C=CC=C1)B(O)O (2-(N,N-dimethylaminomethyl)-phenylboronic acid). Yields the product C(C)OC(=O)C1(CC1)C1=CC=C(C=C1)C1=CC=C(C=C1)C1=C(C(=NO1)C)NC(=O)C=1C=C(C=CC1)C1=C(C=CC=C1)CN(C)C (1-(4′-{4-[(2′-Dimethylaminomethyl-biphenyl-3-carbonyl)-amino]-3-methyl-isoxazol-5-yl}-biphenyl-4-yl)-cyclopropanecarboxylic acid ethyl ester). RXN SMILES: [CH2:1]([O:3][C:4]([C:6]1([C:9]2[CH:14]=[CH:13][C:12]([C:15]3[CH:20]=[CH:19][C:18]([C:21]4[O:25][N:24]=[C:23]([CH3:26])[C:22]=4[NH:27][C:28](=[O:36])[C:29]4[CH:34]=[CH:33][CH:32]=[C:31](Br)[CH:30]=4)=[CH:17][CH:16]=3)=[CH:11][CH:10]=2)[CH2:8][CH2:7]1)=[O:5])[CH3:2].[CH3:37][N:38]([CH2:40][C:41]1[CH:46]=[CH:45][CH:44]=[CH:43][C:42]=1B(O)O)[CH3:39]>>[CH2:1]([O:3][C:4]([C:6]1([C:9]2[CH:14]=[CH:13][C:12]([C:15]3[CH:20]=[CH:19][C:18]([C:21]4[O:25][N:24]=[C:23]([CH3:26])[C:22]=4[NH:27][C:28]([C:29]4[CH:30]=[C:31]([C:42]5[CH:43]=[CH:44][CH:45]=[CH:46][C:41]=5[CH2:40][N:38]([CH3:39])[CH3:37])[CH:32]=[CH:33][CH:34]=4)=[O:36])=[CH:17][CH:16]=3)=[CH:11][CH:10]=2)[CH2:8][CH2:7]1)=[O:5])[CH3:2]. Reported procedure: Prepared according to the procedure described in Example 1, Step 10, using 1-{4′-[4-(3-bromo-benzoylamino)-3-methyl-isoxazol-5-yl]-biphenyl-4-yl}-cyclopropanecarboxylic acid ethyl ester and 2-(N,N-dimethylaminomethyl)-phenylboronic acid. Starting materials: ClC=1C=CC(=C(C1)C1=CC(N(C=C1OC)C(C(=O)OCC)CC)=O)OC(F)F (ethyl 2-{4-[5-Chloro-2-(difluormethoxy)phenyl]-5-methoxy-2-oxopyridin-1(2H)-yl}butanoate), [OH-].[Li+] (lithium hydroxide). Product: ClC=1C=CC(=C(C1)C1=CC(N(C=C1OC)C(C(=O)O)CC)=O)OC(F)F (2-{4-[5-Chloro-2-(difluoromethoxy)phenyl]-5-methoxy-2-oxopyridine-1(2H)-yl}butanoic acid). Reaction SMILES: [Cl:1][C:2]1[CH:3]=[CH:4][C:5]([O:25][CH:26]([F:28])[F:27])=[C:6]([C:8]2[C:13]([O:14][CH3:15])=[CH:12][N:11]([CH:16]([CH2:22][CH3:23])[C:17]([O:19]CC)=[O:18])[C:10](=[O:24])[CH:9]=2)[CH:7]=1.[OH-].[Li+]>>[Cl:1][C:2]1[CH:3]=[CH:4][C:5]([O:25][CH:26]([F:28])[F:27])=[C:6]([C:8]2[C:13]([O:14][CH3:15])=[CH:12][N:11]([CH:16]([CH2:22][CH3:23])[C:17]([OH:19])=[O:18])[C:10](=[O:24])[CH:9]=2)[CH:7]=1 |f:1.2|. Procedure: 415 mg (0.97 mmol) of ethyl 2-{4-[5-Chloro-2-(difluormethoxy)phenyl]-5-methoxy-2-oxopyridin-1(2H)-yl}butanoate (racemate) were hydrolysed with lithium hydroxide according to General Method 6B. Yield: 348 mg (93% of theory)